From a dataset of the Open Reaction Database (ORD), a public repository of structured organic reaction records. describe an organic reaction: reactants, conditions, products, and yield Reactants: C1COCCN1, O=C(Cl)c1cc(N[SH](=O)=O)ccc1Cl, O. Product: O=C(c1cc(N[SH](=O)=O)ccc1Cl)N1CCOCC1. As a reaction SMILES: [CH2:15]1[CH2:16][O:17][CH2:18][CH2:19][NH:20]1.[Cl:1][c:2]1[c:3]([C:4](=[O:5])[Cl:6])[cH:7][c:8]([NH:11][SH:12](=[O:13])=[O:14])[cH:9][cH:10]1.[OH2:21]>>[Cl:1][c:2]1[c:3]([C:4](=[O:5])[N:20]2[CH2:15][CH2:16][O:17][CH2:18][CH2:19]2)[cH:7][c:8]([NH:11][SH:12](=[O:13])=[O:14])[cH:9][cH:10]1. Starting materials: [N+](=[N-])=C(C(=O)OCC)C(CCC(C)C)=O (ethyl 2-diazo-6-methyl-3-oxoheptanoate), [N+](=[N-])=C(C(=O)OCC)C(CCC(C)C)=O (ethyl 2-diazo-6-methyl-3-oxoheptanoate), Cl (HCl). The reagents and catalysts are C(C)(=O)[O-].[Rh+3].C(C)(=O)[O-].C(C)(=O)[O-] (Rhodium acetate). Solvent: C(Cl)Cl (DCM), C(Cl)Cl (DCM). Reaction conditions: time 1 hour. Yields the product CC1(C(C(CC1)=O)C(=O)OCC)C (ethyl 2,2-dimethyl-5-oxocyclopentanecarboxylate). The yield is 1737.3%. Reaction SMILES: [N+](=[C:3]([C:9](=[O:15])[CH2:10][CH2:11][CH:12]([CH3:14])[CH3:13])[C:4]([O:6][CH2:7][CH3:8])=[O:5])=[N-].Cl>C(Cl)Cl.C([O-])(=O)C.[Rh+3].C([O-])(=O)C.C([O-])(=O)C>[CH3:13][C:12]1([CH3:14])[CH2:11][CH2:10][C:9](=[O:15])[CH:3]1[C:4]([O:6][CH2:7][CH3:8])=[O:5] |f:3.4.5.6|. Procedure details: Rhodium acetate (170 mg) was added to a solution of ethyl 2-diazo-6-methyl-3-oxoheptanoate (0.5 g) in DCM (80 mL). A solution of ethyl 2-diazo-6-methyl-3-oxoheptanoate (7.652 g) in DCM (50 mL) was added in portions. The mixture was stirred at room temperature for 1 hour. 1N HCl (100 mL) was added. The organic phase was separated. The aqueous phase was extracted with DCM (100 mL). The combined DCM solutions were dried (Na2SO4). After filtration and concentration, the crude material was purified w... Starting materials: Brc1cccnc1Nc1nc2cccnc2s1, CCN(C(C)C)C(C)C, CCOC(C)=O, O=C(C=Cc1ccccc1)C=Cc1ccccc1, C1COCCO1, O=C(C=Cc1ccccc1)C=Cc1ccccc1, O=C(C=Cc1ccccc1)C=Cc1ccccc1, [Pd], [Pd], COC(=O)CCS, CC1(C)c2cccc(P(c3ccccc3)c3ccccc3)c2Oc2c(P(c3ccccc3)c3ccccc3)cccc21. Yields the product COC(=O)CCSc1cccnc1Nc1nc2cccnc2s1. RXN SMILES: [Br:1][c:2]1[c:3]([NH:8][c:9]2[s:10][c:11]3[n:12][cH:13][cH:14][cH:15][c:16]3[n:17]2)[n:4][cH:5][cH:6][cH:7]1.[CH2:67]([N:68]([CH:69]([CH3:70])[CH3:71])[CH:72]([CH3:73])[CH3:74])[CH3:75].[CH3:132][CH2:133][O:134][C:135](=[O:136])[CH3:137].[O:114]=[C:115]([CH:116]=[CH:117][c:118]1[cH:119][cH:120][cH:121][cH:122][cH:123]1)[CH:124]=[CH:125][c:126]1[cH:127][cH:128][cH:129][cH:130][cH:131]1.[O:138]1[CH2:139][CH2:140][O:141][CH2:142][CH2:143]1.[O:78]=[C:79]([CH:80]=[CH:81][c:82]1[cH:83][cH:84][cH:85][cH:86][cH:87]1)[CH:88]=[CH:89][c:90]1[cH:91][cH:92][cH:93][cH:94][cH:95]1.[O:96]=[C:97]([CH:98]=[CH:99][c:100]1[cH:101][cH:102][cH:103][cH:104][cH:105]1)[CH:106]=[CH:107][c:108]1[cH:109][cH:110][cH:111][cH:112][cH:113]1.[Pd:76].[Pd:77].[SH:60][CH2:61][CH2:62][C:63](=[O:64])[O:65][CH3:66].[c:18]1([P:19]([c:20]2[cH:21][cH:22][cH:23][cH:24][cH:25]2)[c:26]2[c:27]3[c:51]([cH:52][cH:53][cH:54]2)[C:48]([CH3:49])([CH3:50])[c:30]2[c:29]([c:34]([P:35]([c:36]4[cH:37][cH:38][cH:39][cH:40][cH:41]4)[c:42]4[cH:43][cH:44][cH:45][cH:46][cH:47]4)[cH:33][cH:32][cH:31]2)[O:28]3)[cH:55][cH:56][cH:57][cH:58][cH:59]1>>[c:2]1([S:60][CH2:61][CH2:62][C:63](=[O:64])[O:65][CH3:66])[c:3]([NH:8][c:9]2[s:10][c:11]3[n:12][cH:13][cH:14][cH:15][c:16]3[n:17]2)[n:4][cH:5][cH:6][cH:7]1. Starting materials: O1C(=CC=C1)B(O)O (furan-2-boronic acid), bis(triphenylphosphine) palladium(.)chloride, C(=O)(O)[O-].[Na+] (NaHCO3), FC(C(CC(=O)C1=CC=C(C=C1)Br)=O)(F)F (4,4,4-trifluoro-1-(4-bromophenyl)butane-1,3-dione). Solvent: COCCOC (DME). Product: FC(C(CC(=O)C1=CC=C(C=C1)C=1OC=CC1)=O)(F)F (4,4,4-Trifluoro-1-[4-(2-furyl)phenyl]butane-1,3-dione). The yield is 61.3%. As a reaction SMILES: [F:1][C:2]([F:16])([F:15])[C:3](=[O:14])[CH2:4][C:5]([C:7]1[CH:12]=[CH:11][C:10](Br)=[CH:9][CH:8]=1)=[O:6].[O:17]1[CH:21]=[CH:20][CH:19]=[C:18]1B(O)O.C([O-])(O)=O.[Na+]>COCCOC>[F:1][C:2]([F:16])([F:15])[C:3](=[O:14])[CH2:4][C:5]([C:7]1[CH:12]=[CH:11][C:10]([C:18]2[O:17][CH:21]=[CH:20][CH:19]=2)=[CH:9][CH:8]=1)=[O:6] |f:2.3|. Procedure details: To a stirred solution of 4,4,4-trifluoro-1-(4-bromophenyl)butane-1,3-dione (1 g, 3.39 mmol, J.Med.Chem., 1997, 40, 1347) in DME.(40 mL) was added furan-2-boronic acid (0.455 g, 4.07 mmol), bis(triphenylphosphine) palladium(.)chloride (0.271 g, 0.386 mmol) and saturated NaHCO3 solution (12 mL) at room temperature under nitrogen. The mixture was heated at reflux temperature for 5 hours, and cooled down to room temperature. The reaction mixture was filtered through celite, the filtrate was poured i... Starting materials: Cc1ccc(Br)cc1I, CC(=O)[O-], CC(=O)[O-], C1CCOC1, CCOC(C)=O, CC(C)[Mg+], [Cl-], O=C(Cl)c1ccc([N+](=O)[O-])cc1Cl, [Cu+2], O. The product is Cc1ccc(Br)cc1C(=O)c1ccc([N+](=O)[O-])cc1Cl. As a reaction SMILES: [Br:1][c:2]1[cH:3][c:4]([I:9])[c:5]([CH3:8])[cH:6][cH:7]1.[C:33]([O-:34])(=[O:35])[CH3:36].[C:38]([O-:39])(=[O:40])[CH3:41].[CH2:15]1[O:16][CH2:17][CH2:18][CH2:19]1.[CH3:42][CH2:43][O:44][C:45]([CH3:46])=[O:47].[CH:11]([Mg+:12])([CH3:13])[CH3:14].[Cl-:10].[Cl:20][c:21]1[c:22]([C:23](=[O:24])[Cl:25])[cH:26][cH:27][c:28]([N+:30](=[O:31])[O-:32])[cH:29]1.[Cu+2:37].[OH2:48]>>[Br:1][c:2]1[cH:3][c:4]([C:23]([c:22]2[c:21]([Cl:20])[cH:29][c:28]([N+:30](=[O:31])[O-:32])[cH:27][cH:26]2)=[O:24])[c:5]([CH3:8])[cH:6][cH:7]1. Starting materials: C(C)OC(CC(=O)O)=O (3-ethoxy-3-oxopropanoic acid), [K] (potassium), [Cl-].[Mg+2].[Cl-] (magnesium chloride), Cl (HCl), C(C)(C)(C)C1=CC=C(S1)C1N(CCC(C1)C(=O)O)C(=O)OC (2-(5-tert-Butylthiophen-2-yl)-1-(methoxycarbonyl)piperidine-4-carboxylic acid), C(C)(C)(C)C1=CC=C(S1)C1N(CCC(C1)C(=O)O)C(=O)OC (2-(5-tert-Butylthiophen-2-yl)-1-(methoxycarbonyl)piperidine-4-carboxylic acid), N1(C=NC=C1)C(=O)N1C=NC=C1 (di(1H-imidazol-1-yl)methanone). Solvent: C1CCOC1 (THF), C1CCOC1 (THF). Reaction conditions: time 6 hour. The product is C(C)(C)(C)C1=CC=C(S1)[C@@H]1N(CC[C@@H](C1)C(CC(=O)OCC)=O)C(=O)OC (Cis-methyl 2-(5-tert-butylthiophen-2-yl)-4-(3-ethoxy-3-oxopropanoyl)piperidine-1-carboxylate). The yield is 70.4%. RXN SMILES: [C:1]([C:5]1[S:9][C:8]([CH:10]2[CH2:15][CH:14](C(O)=O)[CH2:13][CH2:12][N:11]2[C:19]([O:21][CH3:22])=[O:20])=[CH:7][CH:6]=1)([CH3:4])([CH3:3])[CH3:2].N1(C(N2C=CN=C2)=O)C=CN=C1.[CH2:35]([O:37][C:38](=[O:43])[CH2:39][C:40](O)=[O:41])[CH3:36].[K].[Cl-].[Mg+2].[Cl-].Cl>C1COCC1>[C:1]([C:5]1[S:9][C:8]([C@H:10]2[CH2:15][C@@H:14]([C:40](=[O:41])[CH2:39][C:38]([O:37][CH2:35][CH3:36])=[O:43])[CH2:13][CH2:12][N:11]2[C:19]([O:21][CH3:22])=[O:20])=[CH:7][CH:6]=1)([CH3:2])([CH3:4])[CH3:3] |f:4.5.6,^1:43|. Reported procedure: 2-(5-tert-Butylthiophen-2-yl)-1-(methoxycarbonyl)piperidine-4-carboxylic acid (1.125 g, 3.46 mmol) (reference compound 18) was dissolved in THF (30 mL) and di(1H-imidazol-1-yl)methanone (0.911 g, 5.62 mmol) added. The suspension was stirred at room temperature under nitrogen for 6 h (flask 1). In a separate flask 3-ethoxy-3-oxopropanoic acid, potassium salt (1.509 g, 8.82 mmol) and magnesium chloride (0.84 g, 8.82 mmol) were suspended in THF (30 mL) and stirred with an oversized stirring bar at ... Starting materials: COC(=O)C1=CC2=C(N(C(=N2)NC=2SC3=C(N2)C=CC(=C3)OC(F)(F)F)C)C=C1OC (6-methoxy-1-methyl-2-(6-trifluoromethoxy-benzothiazol-2-ylamino)-1H-benzoimidazole-5-carboxylic acid methyl ester), [OH-].[Li+] (lithium hydroxide). Procedure: 6-Methoxy-1-methyl-2-(6-trifluoromethoxy-benzothiazol-2-ylamino)-1H-benzoimidazole-5-carboxylic acid (60 mg) was prepared by following General Procedure E starting from 6-methoxy-1-methyl-2-(6-trifluoromethoxy-benzothiazol-2-ylamino)-1H-benzoimidazole-5-carboxylic acid methyl ester (80 mg) and lithium hydroxide (30 mg). LC/MS: m/z 439.8. The product is COC=1C(=CC2=C(N(C(=N2)NC=2SC3=C(N2)C=CC(=C3)OC(F)(F)F)C)C1)C(=O)O (6-Methoxy-1-methyl-2-(6-trifluoromethoxy-benzothiazol-2-ylamino)-1H-benzoimidazole-5-carboxylic acid). RXN SMILES: C[O:2][C:3]([C:5]1[C:29]([O:30][CH3:31])=[CH:28][C:8]2[N:9]([CH3:27])[C:10]([NH:12][C:13]3[S:14][C:15]4[CH:21]=[C:20]([O:22][C:23]([F:26])([F:25])[F:24])[CH:19]=[CH:18][C:16]=4[N:17]=3)=[N:11][C:7]=2[CH:6]=1)=[O:4].[OH-].[Li+]>>[CH3:31][O:30][C:29]1[C:5]([C:3]([OH:4])=[O:2])=[CH:6][C:7]2[N:11]=[C:10]([NH:12][C:13]3[S:14][C:15]4[CH:21]=[C:20]([O:22][C:23]([F:26])([F:25])[F:24])[CH:19]=[CH:18][C:16]=4[N:17]=3)[N:9]([CH3:27])[C:8]=2[CH:28]=1 |f:1.2|. The yield is 77.4%.